From a dataset of the Open Reaction Database (ORD), a public repository of structured organic reaction records. describe an organic reaction: reactants, conditions, products, and yield Starting materials: CCOC(OCC)C(C)N, O=Cc1cccc2cccnc12. Yields the product CCOC(OCC)C(C)NCc1cccc2cccnc12. As a reaction SMILES: [CH2:1]([CH3:2])[O:3][CH:4]([CH:5]([CH3:6])[NH2:7])[O:8][CH2:9][CH3:10].[n:11]1[cH:12][cH:13][cH:14][c:15]2[cH:16][cH:17][cH:18][c:19]([CH:21]=[O:22])[c:20]12>>[CH2:1]([CH3:2])[O:3][CH:4]([CH:5]([CH3:6])[NH:7][CH2:21][c:19]1[cH:18][cH:17][cH:16][c:15]2[cH:14][cH:13][cH:12][n:11][c:20]21)[O:8][CH2:9][CH3:10]. Starting materials: [N+](=O)([O-])C1=C(C=C(C=C1)C(C)=O)C(F)(F)F (1-[4-nitro-3-(trifluoromethyl)phenyl]-1-ethanone), [NH4+].[Cl-] (NH4Cl). The reagents and catalysts are [Fe] (Fe). Run in CCO (EtOH), O (water). Product: NC1=C(C=C(C=C1)C(C)=O)C(F)(F)F (1-[4-Amino-3-(trifluoromethyl)phenyl]-1-ethanone). RXN SMILES: [N+:1]([C:4]1[CH:9]=[CH:8][C:7]([C:10](=[O:12])[CH3:11])=[CH:6][C:5]=1[C:13]([F:16])([F:15])[F:14])([O-])=O.[NH4+].[Cl-]>CCO.O.[Fe]>[NH2:1][C:4]1[CH:9]=[CH:8][C:7]([C:10](=[O:12])[CH3:11])=[CH:6][C:5]=1[C:13]([F:14])([F:15])[F:16] |f:1.2|. Reported procedure: A mixture of 1-[4-nitro-3-(trifluoromethyl)phenyl]-1-ethanone (1.41 g, 6.05 mmol), Fe powder (1.69 g, 30.2 mmol), and NH4Cl (324 mg, 6.05 mmol) in EtOH (24 ml) and water (9 ml) was heated to reflux for 2.5 hours. After cooling to room temperature, the mixture was filtered through a pad of Celite and the filtrate was concentrated. And the residue was dissolved with ethyl acetate (100 ml), washed with water (100 ml), dried over MgSO4, and concentrated in vacuo to give 1.22 g (quant.) of the title ... Starting materials: NCCSCC=1C=C(SC1)CN(C)C (4-[[2-(amino)ethyl]thio]methyl-N,N-dimethyl-2-thiophenemethanamine), CSC(SC)=NS(=O)(=O)C (S,S'-dimethyl-N- (methylsulphonyl)-dithio-carbonimidic acid), solution, CN (methylamine). The solvent is C(C)O (ethanol), C(C)O (ethanol). Conditions: temperature 60 celsius, time 20 hour. Product: CN(C)CC1=CC(=CS1)CSCCNC(=NS(=O)(=O)C)NC (N-[[[2-[[5-(Dimethylaminomethyl)-3-thienylmethyl]thio]ethyl]amino](methylamino)methylene]methanesulphonamide). RXN SMILES: [NH2:1][CH2:2][CH2:3][S:4][CH2:5][C:6]1[CH:7]=[C:8]([CH2:11][N:12]([CH3:14])[CH3:13])[S:9][CH:10]=1.CS[C:17](=[N:20][S:21]([CH3:24])(=[O:23])=[O:22])SC.[CH3:25][NH2:26]>C(O)C>[CH3:13][N:12]([CH2:11][C:8]1[S:9][CH:10]=[C:6]([CH2:5][S:4][CH2:3][CH2:2][NH:1][C:17]([NH:26][CH3:25])=[N:20][S:21]([CH3:24])(=[O:23])=[O:22])[CH:7]=1)[CH3:14]. Procedure: A mixture of 4-[[2-(amino)ethyl]thio]methyl-N,N-dimethyl-2-thiophenemethanamine (0.4 g) and S,S'-dimethyl-N- (methylsulphonyl)-dithio-carbonimidic acid (0.35 g) in ethanol (10 ml) was heated at 60° C. for 1 hour. A 33% solution of methylamine in ethanol (10 ml) was added and the mixture was stirred for 20 h. The solvent was evaporated in vacuo and the residue was purified by column chromatography on silica using methanol to give the title compound (0.5 g) as an amber gum.